This data is from the Open Reaction Database (ORD), a public repository of structured organic reaction records. The task is: describe an organic reaction: reactants, conditions, products, and yield Starting materials: C1(=CC=CC=C1)C1=C(N=C2N1N=C(C=C2OC)Br)C2=CC=C(C=C2)C2(CCC2)NC(OC(C)(C)C)=O (tert-butyl (1-{4-[3-phenyl-6-bromo-8-methoxyimidazo[1,2-b]pyridazin-2-yl]phenyl}cyclobutyl)carbamate), C(=O)[O-].[Na+] (sodium formate). The reagents and catalysts are [Pd] (palladium on carbon). The solvent is O (water), CN(C)C=O (DMF), CO (MeOH). Reaction conditions: temperature 80 celsius, time 3 hour. The product is COC=1C=2N(N=CC1)C(=C(N2)C2=CC=C(C=C2)C2(CCC2)NC(OC(C)(C)C)=O)C2=CC=CC=C2 (tert-butyl {1-[4-(8-methoxy-3-phenylimidazo[1,2-b]pyridazin-2-yl)phenyl]cyclobutyl}carbamate). Isolated yield 75.0%. As a reaction SMILES: [C:1]1([C:7]2[N:11]3[N:12]=[C:13](Br)[CH:14]=[C:15]([O:16][CH3:17])[C:10]3=[N:9][C:8]=2[C:19]2[CH:24]=[CH:23][C:22]([C:25]3([NH:29][C:30](=[O:36])[O:31][C:32]([CH3:35])([CH3:34])[CH3:33])[CH2:28][CH2:27][CH2:26]3)=[CH:21][CH:20]=2)[CH:6]=[CH:5][CH:4]=[CH:3][CH:2]=1.C([O-])=O.[Na+]>[Pd].CN(C=O)C.O.CO>[CH3:17][O:16][C:15]1[C:10]2[N:11]([C:7]([C:1]3[CH:6]=[CH:5][CH:4]=[CH:3][CH:2]=3)=[C:8]([C:19]3[CH:20]=[CH:21][C:22]([C:25]4([NH:29][C:30](=[O:36])[O:31][C:32]([CH3:35])([CH3:33])[CH3:34])[CH2:28][CH2:27][CH2:26]4)=[CH:23][CH:24]=3)[N:9]=2)[N:12]=[CH:13][CH:14]=1 |f:1.2|. Procedure details: To a mixture of tert-butyl (1-{4-[3-phenyl-6-bromo-8-methoxyimidazo[1,2-b]pyridazin-2-yl]phenyl}cyclobutyl)carbamate that was prepared in a manner analgous to that described for Intermediate Example Int-7 (0.075 g, 0.14 mmol) and 5% palladium on carbon (0.007 g) in DMF (1 mL) was added a solution of sodium formate (0.074 g, 1.09 mmol, 8.0 eq) in water (0.2 mL). The resulting mixture was stirred at 80° C. for 3 h, diluted with MeOH (10 mL) and stirred at room temperature for 1 h. The resulting so... Reaction SMILES: [Cl:13][c:14]1[n:15][c:16]([Cl:33])[c:17]2[c:18]([n:19]1)[n:20]([S:23](=[O:24])(=[O:25])[c:26]1[cH:27][cH:28][c:29]([CH3:32])[cH:30][cH:31]1)[cH:21][cH:22]2.[F:34][CH2:35][C:36]([F:37])([F:38])[OH:39].[NH2:1][c:2]1[cH:3][cH:4][c:5]([F:12])[c:6]([F:11])[c:7]1[C:8](=[O:9])[NH2:10]>>[NH:1]([c:2]1[cH:3][cH:4][c:5]([F:12])[c:6]([F:11])[c:7]1[C:8](=[O:9])[NH2:10])[c:16]1[n:15][c:14]([Cl:13])[n:19][c:18]2[c:17]1[cH:22][cH:21][n:20]2[S:23](=[O:24])(=[O:25])[c:26]1[cH:27][cH:28][c:29]([CH3:32])[cH:30][cH:31]1. The product is Cc1ccc(S(=O)(=O)n2ccc3c(Nc4ccc(F)c(F)c4C(N)=O)nc(Cl)nc32)cc1. Starting materials: Cc1ccc(S(=O)(=O)n2ccc3c(Cl)nc(Cl)nc32)cc1, OC(F)(F)CF, NC(=O)c1c(N)ccc(F)c1F.